From a dataset of the Open Reaction Database (ORD), a public repository of structured organic reaction records. describe an organic reaction: reactants, conditions, products, and yield Reactants: C(C)(=O)NC=1C=CC(=C2CCC(CC12)OC(C)=O)Br (acetic acid 8-acetylamino-5-bromo-1,2,3,4-tetrahydronaphthalen-2-yl ester), [N+](=O)(O)[O-] (nitric acid). Run in FC(C(=O)O)(F)F (trifluoroacetic acid). Run at time 2.5 hour. Yields the product C(C)(=O)NC=1C(=CC(=C2CCC(CC12)OC(C)=O)Br)[N+](=O)[O-] (acetic acid 8-acetylamino-5-bromo-7-nitro-1,2,3,4-tetrahydronaphthalen-2-yl ester). The yield is 81.0%. RXN SMILES: [C:1]([NH:4][C:5]1[CH:6]=[CH:7][C:8]([Br:19])=[C:9]2[C:14]=1[CH2:13][CH:12]([O:15][C:16](=[O:18])[CH3:17])[CH2:11][CH2:10]2)(=[O:3])[CH3:2].[N+:20]([O-])([OH:22])=[O:21]>FC(F)(F)C(O)=O>[C:1]([NH:4][C:5]1[C:6]([N+:20]([O-:22])=[O:21])=[CH:7][C:8]([Br:19])=[C:9]2[C:14]=1[CH2:13][CH:12]([O:15][C:16](=[O:18])[CH3:17])[CH2:11][CH2:10]2)(=[O:3])[CH3:2]. Procedure: A solution of acetic acid 8-acetylamino-5-bromo-1,2,3,4-tetrahydronaphthalen-2-yl ester (2.6 g, 8 mmol) in 40 mL of trifluoroacetic acid was cooled in an ice bath. Fuming nitric acid (2 mL) was added dropwise and the mixture was stirred for 2.5 h. The solvent was removed by rotoevaporation, and water was added to the residue which induced solidification. The solid was collected by filtration, washed with ether and dried to give the product (2.4 g) in 81% yield. Reactants: C(C)(=O)O[BH-](OC(C)=O)OC(C)=O.[Na+] (Sodium triacetoxyborohydride), C(C)OC(=O)[C@H]1[C@@H](C1)C1=C(C=C(C=C1)N)Cl ((trans)-ethyl-2-(4-amino-2-chlorophenyl)cyclopropanecarboxylate), O(C1=CC=CC=C1)C=1C=C(C=O)C=CC1 (3-phenoxybenzaldehyde), C(C)(=O)OCC (ethyl acetate). Solvent: ClC(C)Cl (dichloroethane). Reaction conditions: time 1 hour. The product is C(C)OC(=O)[C@H]1[C@@H](C1)C1=C(C=C(C=C1)NCC1=CC(=CC=C1)OC1=CC=CC=C1)Cl ((trans)-ethyl-2-[2-chloro-4-({[3-(phenyloxy)phenyl]methyl}amino)phenyl]cyclopropanecarboxylate). Yield: 79.7%. RXN SMILES: C(O[BH-](OC(=O)C)OC(=O)C)(=O)C.[Na+].[CH2:15]([O:17][C:18]([C@@H:20]1[CH2:22][C@H:21]1[C:23]1[CH:28]=[CH:27][C:26]([NH2:29])=[CH:25][C:24]=1[Cl:30])=[O:19])[CH3:16].[O:31]([C:38]1[CH:39]=[C:40]([CH:43]=[CH:44][CH:45]=1)[CH:41]=O)[C:32]1[CH:37]=[CH:36][CH:35]=[CH:34][CH:33]=1.C(OCC)(=O)C>ClC(Cl)C>[CH2:15]([O:17][C:18]([C@@H:20]1[CH2:22][C@H:21]1[C:23]1[CH:28]=[CH:27][C:26]([NH:29][CH2:41][C:40]2[CH:43]=[CH:44][CH:45]=[C:38]([O:31][C:32]3[CH:37]=[CH:36][CH:35]=[CH:34][CH:33]=3)[CH:39]=2)=[CH:25][C:24]=1[Cl:30])=[O:19])[CH3:16] |f:0.1|. Procedure details: Sodium triacetoxyborohydride (0.424 g, 2.00 mmol) was added to a solution of the enantiomerically enriched-(trans)-ethyl-2-(4-amino-2-chlorophenyl)cyclopropanecarboxylate (III-1d) (0.191 g, 0.80 mmol) and 3-phenoxybenzaldehyde (0.160 g, 0.80 mmol) in 8 mL of dichloroethane. The mixture was stirred at room temperature for one hour. The reaction mixture was partitioned between chloroform and water. The organic phase was washed with saturated aqueous sodium bicarbonate, dried over anhydrous sodium ...